This data is from the Open Reaction Database (ORD), a public repository of structured organic reaction records. The task is: describe an organic reaction: reactants, conditions, products, and yield The reactants are BrC=1C=CC2=C(SCC2N)C1 ((rac)-6-bromo-2,3-dihydro-benzo[b]thiophen-3-ylamine), FC(C(=O)NC1(CC1)C(=O)O)(F)F (1-(2,2,2-trifluoroacetamido)cyclopropanecarboxylic acid). Yields the product BrC=1C=CC2=C(SCC2NC(=O)C2(CC2)NC(C(F)(F)F)=O)C1 (1-(2,2,2-trifluoro-acetylamino)-cyclopropanecarboxylic acid ((rac)-6-bromo-2,3-dihydro-benzo[b]thiophen-3-yl)-amide). RXN SMILES: [Br:1][C:2]1[CH:3]=[CH:4][C:5]2[CH:9]([NH2:10])[CH2:8][S:7][C:6]=2[CH:11]=1.[F:12][C:13]([F:24])([F:23])[C:14]([NH:16][C:17]1([C:20](O)=[O:21])[CH2:19][CH2:18]1)=[O:15]>>[Br:1][C:2]1[CH:3]=[CH:4][C:5]2[CH:9]([NH:10][C:20]([C:17]3([NH:16][C:14](=[O:15])[C:13]([F:12])([F:23])[F:24])[CH2:18][CH2:19]3)=[O:21])[CH2:8][S:7][C:6]=2[CH:11]=1. Reported procedure: In analogy to the procedure described for the preparation of intermediate A-1 [B] and A-1 [C], (rac)-6-bromo-2,3-dihydro-benzo[b]thiophen-3-ylamine has been coupled with 1-(2,2,2-trifluoroacetamido)cyclopropanecarboxylic acid (intermediate A-1 [A]) to give 1-(2,2,2-trifluoro-acetylamino)-cyclopropanecarboxylic acid ((rac)-6-bromo-2,3-dihydro-benzo[b]thiophen-3-yl)-amide, which was subsequently reacted with 4,4,4′,4′,5,5,5′,5′-octamethyl-2,2′-bi(1,3,2-dioxaborolane) to yield the title compound as... Starting materials: NC1=NC=2C=C(C=CC2C2=C1N=C(N2CC2=CC=C(CNC(OC(C)(C)C)=O)C=C2)COCC)C=2C=NC=CC2 (tert-Butyl {4-[4-amino-2-ethoxymethyl-7-(pyridin-3-yl)-1H-imidazo[4,5-c]quinolin-1-ylmethyl]benzyl}carbamate). Solvent: Cl (hydrogen chloride). Product: NCC1=CC=C(CN2C(=NC=3C(=NC=4C=C(C=CC4C32)C=3C=NC=CC3)N)COCC)C=C1 (1-(4-aminomethylbenzyl)-2-ethoxymethyl-7-(pyridin-3-yl)-1H-imidazo[4,5-c]quinolin-4-amine). The yield is 97.9%. RXN SMILES: [NH2:1][C:2]1[C:11]2[N:12]=[C:13]([CH2:31][O:32][CH2:33][CH3:34])[N:14]([CH2:15][C:16]3[CH:30]=[CH:29][C:19]([CH2:20][NH:21]C(=O)OC(C)(C)C)=[CH:18][CH:17]=3)[C:10]=2[C:9]2[CH:8]=[CH:7][C:6]([C:35]3[CH:36]=[N:37][CH:38]=[CH:39][CH:40]=3)=[CH:5][C:4]=2[N:3]=1>Cl>[NH2:21][CH2:20][C:19]1[CH:29]=[CH:30][C:16]([CH2:15][N:14]2[C:10]3[C:9]4[CH:8]=[CH:7][C:6]([C:35]5[CH:36]=[N:37][CH:38]=[CH:39][CH:40]=5)=[CH:5][C:4]=4[N:3]=[C:2]([NH2:1])[C:11]=3[N:12]=[C:13]2[CH2:31][O:32][CH2:33][CH3:34])=[CH:17][CH:18]=1. Reported procedure: tert-Butyl {4-[4-amino-2-ethoxymethyl-7-(pyridin-3-yl)-1H-imidazo[4,5-c]quinolin-1-ylmethyl]benzyl}carbamate (0.660 g) was added to ethanolic hydrogen chloride (4M, 10 mL) and the solution was heated at reflux temperature for 30 minutes. The reaction was cooled to room temperature and concentrated under reduced pressure. Diethyl ether and water were added to the oily residue and the layers were separated. The aqueous fraction was brought to pH 13 with 10% aqueous sodium hydroxide and then extrac... Reactants: C(C1=CN=CC=C1)(=O)NN (nicotinic acid hydrazide), N1=CC(=CC=C1)C=O (pyridine-3-carbaldehyde). The reagents and catalysts are C(C)(=O)O (acetic acid). Run in C(C)O (ethanol). Reaction conditions: time 2 hour. The product is C(C1=CN=CC=C1)(=O)NN=C1CN=CC=C1 (1-(nicotinoyl)-2-(3-pyridylidene)hydrazine). Reaction SMILES: [C:1]([NH:9][NH2:10])(=[O:8])[C:2]1[CH:7]=[CH:6][CH:5]=[N:4][CH:3]=1.[N:11]1[CH:16]=[CH:15][CH:14]=[C:13](C=O)[CH:12]=1>C(O)(=O)C.C(O)C>[C:1]([NH:9][N:10]=[C:15]1[CH:14]=[CH:13][CH:12]=[N:11][CH2:16]1)(=[O:8])[C:2]1[CH:7]=[CH:6][CH:5]=[N:4][CH:3]=1. Reported procedure: Five drops of glacial acetic acid are added at room temperature to a solution of 41.1 g of nicotinic acid hydrazide and 32.1 g of pyridine-3-carbaldehyde in 300 ml of ethanol. The reaction mixture, which exotherms slightly, is stirred for ca. 2 hours at room temperature. The precipitated product is isolated by filtration, washed with ca. 100 ml of ethanol and dried, affording the title compound of formula ##STR8## with a melting point of 213°-216° C. Starting materials: C(C)(=O)N1C(=C(C2=CC=CC=C12)CC(=O)[O-])CSC(C)=O (2-(1-acetyl-2-(acetylthiomethyl)-1H-indol-3-yl)acetate), [OH-].[K+] (potassium hydroxide), C(C)O (ethanol), Cl (HCl), ClCC=1C=C(C=CC1)C[C@@H](C(=O)N(C)C1=CC=C(C=C1)OC)NC(OC(C)(C)C)=O ((S)-tert-butyl 3-(3-(chloromethyl)phenyl)-1-((4-methoxyphenyl)(methyl)amino)-1-oxopropan-2-ylcarbamate). Reaction conditions: time 10 minute. The product is C(C)(C)(C)OC(=O)N[C@@H](CC=1C=C(CSCC=2NC3=CC=CC=C3C2CC(=O)OCC)C=CC1)C(=O)N(C)C1=CC=C(C=C1)OC ((S)-ethyl 2-(2-((3-(2-(tert-butoxycarbonylamino)-3-((4-methoxyphenyl)(methyl)amino)-3-oxopropyl)benzylthio)methyl)-1H-indol-3-yl)acetate). Reaction SMILES: C([N:4]1[C:12]2[C:7](=[CH:8][CH:9]=[CH:10][CH:11]=2)[C:6]([CH2:13][C:14]([O-:16])=[O:15])=[C:5]1[CH2:17][S:18][C:19](=O)[CH3:20])(=O)C.[OH-].[K+].Cl[CH2:25][C:26]1[CH:27]=[C:28]([CH2:32][C@H:33]([NH:46][C:47](=[O:53])[O:48][C:49]([CH3:52])([CH3:51])[CH3:50])[C:34]([N:36]([C:38]2[CH:43]=[CH:42][C:41]([O:44][CH3:45])=[CH:40][CH:39]=2)[CH3:37])=[O:35])[CH:29]=CC=1.Cl.[CH2:55](O)[CH3:56]>>[C:49]([O:48][C:47]([NH:46][C@H:33]([C:34]([N:36]([C:38]1[CH:39]=[CH:40][C:41]([O:44][CH3:45])=[CH:42][CH:43]=1)[CH3:37])=[O:35])[CH2:32][C:28]1[CH:29]=[C:20]([CH:25]=[CH:26][CH:27]=1)[CH2:19][S:18][CH2:17][C:5]1[NH:4][C:12]2[C:7]([C:6]=1[CH2:13][C:14]([O:16][CH2:55][CH3:56])=[O:15])=[CH:8][CH:9]=[CH:10][CH:11]=2)=[O:53])([CH3:50])([CH3:51])[CH3:52] |f:1.2|. Procedure details: To a solution 2-(1-acetyl-2-(acetylthiomethyl)-1H-indol-3-yl)acetate (392 mg, 1.17 mmol) in ethanol (10 ml), was added potassium hydroxide (0.13 g, 2.32 mmol). After 10 minutes, (S)-tert-butyl 3-(3-(chloromethyl)phenyl)-1-((4-methoxyphenyl)(methyl)amino)-1-oxopropan-2-ylcarbamate (507 mg, 1.17 mmol) was added to the solution. The reaction was stirred for 2 hours and then neutralized with 1N (aq) HCl. The mixture was extracted with EtOAc. The organic layer was dried over Na2SO4, filtered and conc...